Dataset: the Open Reaction Database (ORD), a public repository of structured organic reaction records. Task: describe an organic reaction: reactants, conditions, products, and yield Reactants: ClC=1C=CC=C2C(=C(N=NC12)C1=CC=CC=C1)C=1C=C(C=CC1)N (3-(8-chloro-3-phenyl-cinnolin-4-yl)-phenylamine), FC(C1=CC=CC=2SC(=CC21)C=O)(F)F (4-trifluoromethyl-benzo[b]thiophene-2-carbaldehyde). Product: ClC=1C=CC=C2C(=C(N=NC12)C1=CC=CC=C1)C=1C=C(C=CC1)NCC=1SC2=C(C1)C(=CC=C2)C(F)(F)F ([3-(8-Chloro-3-phenylcinnolin-4-yl)phenyl]{[4-(trifluoromethyl)-1-benzothien-2-yl]methyl}amine). As a reaction SMILES: [Cl:1][C:2]1[CH:3]=[CH:4][CH:5]=[C:6]2[C:11]=1[N:10]=[N:9][C:8]([C:12]1[CH:17]=[CH:16][CH:15]=[CH:14][CH:13]=1)=[C:7]2[C:18]1[CH:19]=[C:20]([NH2:24])[CH:21]=[CH:22][CH:23]=1.[F:25][C:26]([F:39])([F:38])[C:27]1[C:35]2[CH:34]=[C:33]([CH:36]=O)[S:32][C:31]=2[CH:30]=[CH:29][CH:28]=1>>[Cl:1][C:2]1[CH:3]=[CH:4][CH:5]=[C:6]2[C:11]=1[N:10]=[N:9][C:8]([C:12]1[CH:13]=[CH:14][CH:15]=[CH:16][CH:17]=1)=[C:7]2[C:18]1[CH:19]=[C:20]([NH:24][CH2:36][C:33]2[S:32][C:31]3[CH:30]=[CH:29][CH:28]=[C:27]([C:26]([F:38])([F:25])[F:39])[C:35]=3[CH:34]=2)[CH:21]=[CH:22][CH:23]=1. Procedure details: The title compound was prepared from 3-(8-chloro-3-phenyl-cinnolin-4-yl)-phenylamine and 4-trifluoromethyl-benzo[b]thiophene-2-carbaldehyde according the procedure of Example 5 Step 5. MS (ESI) m/z 546. Conditions: temperature 260 celsius, time 2.7 hour. The reactants are C1(=CC=C(C=C1)C(=O)OC)C1=CC=C(C=C1)C(=O)OC (dimethyl 4,4'-biphenyldicarboxylate), C1(=CC(=CC=C1)C(=O)OC)C1=CC=C(C=C1)C(=O)OC (dimethyl 3,4'-biphenyldicarboxylate), C(CO)O (ethylene glycol). Reagents/catalysts: CC([O-])C.CC([O-])C.CC([O-])C.CC([O-])C.[Ti+4] (titanium tetraisopropoxide). The product is C12=CC=C(C=C1)C(=O)OCCOC(=O)C1=CC=C2C=C1 (ethylene 4,4'-biphenyldicarboxylate). RXN SMILES: [C:1]1([C:11]2[CH:16]=[CH:15][C:14]([C:17]([O:19][CH3:20])=[O:18])=[CH:13][CH:12]=2)[CH:6]=[CH:5][C:4]([C:7]([O:9][CH3:10])=[O:8])=[CH:3][CH:2]=1.C1(C2C=CC(C(OC)=O)=CC=2)C=CC=C(C(OC)=O)C=1.C(O)CO>CC(C)[O-].CC(C)[O-].CC(C)[O-].CC(C)[O-].[Ti+4]>[C:11]12[C:1]3[CH:6]=[CH:5][C:4](=[CH:3][CH:2]=3)[C:7](=[O:8])[O:9][CH2:10][CH2:20][O:19][C:17](=[O:18])[C:14]([CH:15]=[CH:16]1)=[CH:13][CH:12]=2 |f:3.4.5.6.7|. Procedure details: A clear solution of 243.3 g (0.900 mole) of dimethyl 4,4'-biphenyldicarboxylate, 81.2 g of dimethyl 3,4'-biphenyldicarboxylate, 150.5 g (2.43 mole) of ethylene glycol and 50 μL of titanium tetraisopropoxide is stirred at 217° C. under nitrogen in a 1-L round bottom flask equipped with a paddle stirrer, Vigreaux column, distillation head, condenser, receiver and nitrogen inlet. The apparatus is heated in a molten salt bath until methanol begins to distill. After 2.7 hours, the temperature is slow... Starting materials: CCCCP(CCCC)CCCC, O=C(N=NC(=O)N1CCCCC1)N1CCCCC1, O=C1Nc2ccccc2SC1=Cc1c[nH]c2ccc(O)cc12, OCCN1CCCCC1. Yields the product O=C1Nc2ccccc2SC1=Cc1c[nH]c2ccc(OCCN3CCCCC3)cc12. RXN SMILES: [CH2:41]([P:42]([CH2:43][CH2:44][CH2:45][CH3:46])[CH2:47][CH2:48][CH2:49][CH3:50])[CH2:51][CH2:52][CH3:53].[N:23]([C:24]([N:25]1[CH2:26][CH2:27][CH2:28][CH2:29][CH2:30]1)=[O:31])=[N:32][C:33]([N:34]1[CH2:35][CH2:36][CH2:37][CH2:38][CH2:39]1)=[O:40].[OH:1][c:2]1[cH:3][c:4]2[c:5]([CH:11]=[C:12]3[S:13][c:14]4[c:15]([cH:19][cH:20][cH:21][cH:22]4)[NH:16][C:17]3=[O:18])[cH:6][nH:7][c:8]2[cH:9][cH:10]1.[OH:54][CH2:55][CH2:56][N:57]1[CH2:58][CH2:59][CH2:60][CH2:61][CH2:62]1>>[O:1]([c:2]1[cH:3][c:4]2[c:5]([CH:11]=[C:12]3[S:13][c:14]4[c:15]([cH:19][cH:20][cH:21][cH:22]4)[NH:16][C:17]3=[O:18])[cH:6][nH:7][c:8]2[cH:9][cH:10]1)[CH2:55][CH2:56][N:57]1[CH2:58][CH2:59][CH2:60][CH2:61][CH2:62]1. Starting materials: BrC(S(=O)(=O)C1=NN(C=N1)C(N(CC)CC)=O)(F)F (3-(bromodifluoromethylsulfonyl)-1-(N,N-diethylcarbamoyl)-1,2,4-triazole), C(C=C)SC=1SCCN1 (2-(2-propenylthio)-2-thiazoline), P(=O)(O)([O-])[O-].[Na+].[Na+] (sodium hydrogen phosphate), S(=O)([O-])S(=O)[O-].[Na+].[Na+] (sodium dithionite). The solvent is CN(C=O)C (dimethylformamide), O (water), O (water). Reaction conditions: time 2 hour. Yields the product C(C)N(C(=O)N1N=C(N=C1)S(=O)(=O)C(CC=C)(F)F)CC (1-(N,N-diethylcarbamoyl)-3-[(1,1-difluoro-3-butenyl)sulfonyl]-1,2,4-triazole). Isolated yield 28.7%. RXN SMILES: Br[C:2]([F:19])([F:18])[S:3]([C:6]1[N:10]=[CH:9][N:8]([C:11](=[O:17])[N:12]([CH2:15][CH3:16])[CH2:13][CH3:14])[N:7]=1)(=[O:5])=[O:4].[CH2:20](SC1SCCN=1)[CH:21]=[CH2:22].P([O-])([O-])(O)=O.[Na+].[Na+].S(S([O-])=O)([O-])=O.[Na+].[Na+]>CN(C)C=O.O>[CH2:13]([N:12]([CH2:15][CH3:16])[C:11]([N:8]1[CH:9]=[N:10][C:6]([S:3]([C:2]([F:19])([F:18])[CH2:22][CH:21]=[CH2:20])(=[O:5])=[O:4])=[N:7]1)=[O:17])[CH3:14] |f:2.3.4,5.6.7|. Procedure details: To a stirred solution of 10 g (0.028 mol) 3-(bromodifluoromethylsulfonyl)-1-(N,N-diethylcarbamoyl)-1,2,4-triazole, prepared as in Example 1, and 8.81 g (0.055 mol) 2-(2-propenylthio)-2-thiazoline in a mixture of 30 ml dimethylformamide and 20 ml water at 0° C., was added 5.9 g (0.042 mol) sodium hydrogen phosphate and 7.23 g (0.042 mol) sodium dithionite. After 2 h, the reaction mixture was diluted with 100 ml water and extracted with ethyl acetate (3×100 ml). The combined resulting organic laye... The reactants are BrC=1N=C(C(N(C1)C)=O)NC=1C=NC(=CC1)N1CCN(CC1)C (5-Bromo-1-methyl-3-(6-(4-methylpiperazin-1-yl)pyridine-3-ylamino)pyrazin-2(1H)-one), C(C)(=O)OCC1=C(C=C(C=C1N1C(C=2N(C=3CCCCC3C2)CC1)=O)F)B1OC(C(O1)(C)C)(C)C (2-(4,4,5,5-Tetramethyl-[1,3,2]dioxaborolan-2-yl)-4-fluoro-6-(1-oxo-3,4,6,7,8,9-hexahydropyrazino[1,2-a]indol-2(1H)-yl)benzyl Acetate), K3PO4.3H2O, CC(=O)[O-].[Na+] (NaOAc). The reagents and catalysts are C1=CC=C(C=C1)P([C-]2C=CC=C2)C3=CC=CC=C3.C1=CC=C(C=C1)P([C-]2C=CC=C2)C3=CC=CC=C3.Cl[Pd]Cl.[Fe+2] (Pd(dppf)Cl2). The solvent is CC#N (CH3CN). Conditions: temperature 110 celsius. The product is C(C)(=O)OCC1=C(C=C(C=C1N1C(C=2N(C=3CCCCC3C2)CC1)=O)F)C=1N=C(C(N(C1)C)=O)NC=1C=NC(=CC1)N1CCN(CC1)C (4-Fluoro-2-(4-methyl-6-(6-(4-methylpiperazin-1-yl)pyridin-3-ylamino)-5-oxo-4,5-dihydropyrazin-2-yl)-6-(1-oxo-3,4,6,7,8,9-hexahydropyrazino[1,2-a]indol-2(1H)-yl)benzyl Acetate). Yield: 15.3%. Reaction SMILES: Br[C:2]1[N:3]=[C:4]([NH:10][C:11]2[CH:12]=[N:13][C:14]([N:17]3[CH2:22][CH2:21][N:20]([CH3:23])[CH2:19][CH2:18]3)=[CH:15][CH:16]=2)[C:5](=[O:9])[N:6]([CH3:8])[CH:7]=1.[C:24]([O:27][CH2:28][C:29]1[C:34]([N:35]2[CH2:47][CH2:46][N:38]3[C:39]4[CH2:40][CH2:41][CH2:42][CH2:43][C:44]=4[CH:45]=[C:37]3[C:36]2=[O:48])=[CH:33][C:32]([F:49])=[CH:31][C:30]=1B1OC(C)(C)C(C)(C)O1)(=[O:26])[CH3:25].CC([O-])=O.[Na+]>CC#N.C1C=CC(P(C2C=CC=CC=2)[C-]2C=CC=C2)=CC=1.C1C=CC(P(C2C=CC=CC=2)[C-]2C=CC=C2)=CC=1.Cl[Pd]Cl.[Fe+2]>[C:24]([O:27][CH2:28][C:29]1[C:34]([N:35]2[CH2:47][CH2:46][N:38]3[C:39]4[CH2:40][CH2:41][CH2:42][CH2:43][C:44]=4[CH:45]=[C:37]3[C:36]2=[O:48])=[CH:33][C:32]([F:49])=[CH:31][C:30]=1[C:2]1[N:3]=[C:4]([NH:10][C:11]2[CH:12]=[N:13][C:14]([N:17]3[CH2:22][CH2:21][N:20]([CH3:23])[CH2:19][CH2:18]3)=[CH:15][CH:16]=2)[C:5](=[O:9])[N:6]([CH3:8])[CH:7]=1)(=[O:26])[CH3:25] |f:2.3,5.6.7.8|. Reported procedure: A sealed tube was charged with the mixture of 331a (400 mg, 1 mmol), 4-fluoro-2-(1-oxo-3,4,6,7,8,9-hexahydropyrazino[1,2-a]indol-2(1H)-yl)-6-(4,4,5,5-tetramethyl-1,3,2-dioxaborolan-2-yl)benzyl acetate 210d (578 mg, 1.2 mmol), Pd(dppf)Cl2 (82 mg, 0.1 mmol), K3PO4.3H2O(760 mg, 2 mmol), and NaOAc (164 mg, 2 mmol) in CH3CN (10 mL). The system was evacuated and then refilled with N2 and the reaction mixture was heated at 110° C. for 2 h. The mixture was then cooled to room temperature and filtered. T... Starting materials: ClC1=C(C=CC=C1)S(=O)(=O)NCC(C)C (2-chloro-N-isobutyl-benzenesulfonamide), BrC=1C=CC(=NC1)CO ((5-bromo-pyridin-2-yl)-methanol), C1(=CC=CC=C1)P(C1=CC=CC=C1)C1=CC=CC=C1 (triphenylphosphine), N(=NC(=O)OCC)C(=O)OCC (diethyl azodicarboxylate). The solvent is O1CCCC1 (tetrahydrofuran). Run at time 48 hour. The product is BrC=1C=CC(=NC1)CN(S(=O)(=O)C1=C(C=CC=C1)Cl)CC(C)C (N-(5-bromo-pyridin-2-ylmethyl)-2-chloro-N-isobutyl-benzenesulfonamide). Isolated yield 57.1%. RXN SMILES: [Cl:1][C:2]1[CH:7]=[CH:6][CH:5]=[CH:4][C:3]=1[S:8]([NH:11][CH2:12][CH:13]([CH3:15])[CH3:14])(=[O:10])=[O:9].[Br:16][C:17]1[CH:18]=[CH:19][C:20]([CH2:23]O)=[N:21][CH:22]=1.C1(P(C2C=CC=CC=2)C2C=CC=CC=2)C=CC=CC=1.N(C(OCC)=O)=NC(OCC)=O>O1CCCC1>[Br:16][C:17]1[CH:18]=[CH:19][C:20]([CH2:23][N:11]([CH2:12][CH:13]([CH3:15])[CH3:14])[S:8]([C:3]2[CH:4]=[CH:5][CH:6]=[CH:7][C:2]=2[Cl:1])(=[O:9])=[O:10])=[N:21][CH:22]=1. Procedure details: To a stirred solution of 2-chloro-N-isobutyl-benzenesulfonamide (example 42, step 1, 110 mg) in tetrahydrofuran (2.5 mL) were added (5-bromo-pyridin-2-yl)-methanol (CAS [88139-91-7], 92 mg), triphenylphosphine (129 mg) and diethyl azodicarboxylate (88 mg). The mixture was stirred for 48 h at r.t. The solvent was evaporated under reduced pressure and the product was purified by chromatography (SiO2, cyclohexane/ethyl acetate 1:0 to 0:1) to give N-(5-bromo-pyridin-2-ylmethyl)-2-chloro-N-isobutyl-b... The reactants are COc1nc(C(C)(C)C)ccc1C=CC(=O)O, C1CCOC1, CN1CCCC1=O, Cl, CS(=O)(=O)Nc1ccc(CN)cc1F. Product: COc1nc(C(C)(C)C)ccc1C=CC(=O)NCc1ccc(NS(C)(=O)=O)c(F)c1. Reaction SMILES: [C:16]([CH3:17])([CH3:18])([CH3:19])[c:20]1[cH:21][cH:22][c:23]([CH:28]=[CH:29][C:30](=[O:31])[OH:32])[c:24]([O:26][CH3:27])[n:25]1.[CH2:40]1[O:41][CH2:42][CH2:43][CH2:44]1.[CH3:33][N:34]1[CH2:35][CH2:36][CH2:37][C:38]1=[O:39].[ClH:1].[F:2][c:3]1[cH:4][c:5]([CH2:6][NH2:7])[cH:8][cH:9][c:10]1[NH:11][S:12](=[O:13])(=[O:14])[CH3:15]>>[F:2][c:3]1[cH:4][c:5]([CH2:6][NH:7][C:30]([CH:29]=[CH:28][c:23]2[cH:22][cH:21][c:20]([C:16]([CH3:17])([CH3:18])[CH3:19])[n:25][c:24]2[O:26][CH3:27])=[O:31])[cH:8][cH:9][c:10]1[NH:11][S:12](=[O:13])(=[O:14])[CH3:15]. RXN SMILES: [F:1][C:2]1[CH:8]=[CH:7][C:6]([N+:9]([O-:11])=[O:10])=[CH:5][C:3]=1[NH2:4].[CH3:12][S:13](Cl)(=[O:15])=[O:14]>>[F:1][C:2]1[CH:8]=[CH:7][C:6]([N+:9]([O-:11])=[O:10])=[CH:5][C:3]=1[NH:4][S:13]([CH3:12])(=[O:15])=[O:14]. Product: FC1=C(C=C(C=C1)[N+](=O)[O-])NS(=O)(=O)C (N-(2-fluoro-5-nitrophenyl)methanesulfonamide). The reactants are FC1=C(N)C=C(C=C1)[N+](=O)[O-] (2-fluoro-5-nitroaniline), CS(=O)(=O)Cl (methanesulfonyl chloride). Procedure: First, the amino group of 2-fluoro-5-nitroaniline is sulfonylated by using methanesulfonyl chloride to give N-(2-fluoro-5-nitrophenyl)methanesulfonamide. Reactants: C(#N)C1C(CCC1(C)C)(C)C (1-cyano-2,2,5,5-tetramethylcyclopentane), O (water). Run in [OH-].[Na+] (sodium hydroxide), CO (MeOH). Run at time 10 hour. The product is CC1(C(C(CC1)(C)C)C(=O)N)C ((2,2,5,5-tetramethylcyclopentane-1-yl) carboxamide). Reaction SMILES: [C:1]([CH:3]1[C:7]([CH3:9])([CH3:8])[CH2:6][CH2:5][C:4]1([CH3:11])[CH3:10])#[N:2].[OH2:12]>[OH-].[Na+].CO>[CH3:8][C:7]1([CH3:9])[CH2:6][CH2:5][C:4]([CH3:11])([CH3:10])[CH:3]1[C:1]([NH2:2])=[O:12] |f:2.3|. Reported procedure: 760 mg of 1-cyano-2,2,5,5-tetramethylcyclopentane was dissolved in 5 ml of aqueous 3N sodium hydroxide solution and 10 ml of MeOH, and the solution was stirred at room temperature for 10 hours. Then, 10 ml of water was added thereto, and the mixture was twice extracted with 30 ml of chloroform. The organic layers were combined, washed with 50 ml of water and concentrated under reduced pressure. The thus obtained residue was recrystallized from n-hexane, whereby 640 mg of (2,2,5,5-tetramethylcycl...